From a dataset of the Open Reaction Database (ORD), a public repository of structured organic reaction records. describe an organic reaction: reactants, conditions, products, and yield Product: COC1=C(CNCC2=CC(=CC=C2)CCOC2OCCCC2)C=CC=C1 ((2-Methoxy-benzyl)-{3-[2-(tetrahydro-pyran-2-yloxy)-ethyl]-benzyl}-amine). Reaction SMILES: [O:1]1[CH2:6][CH2:5][CH2:4][CH2:3][CH:2]1[O:7][CH2:8][CH2:9][C:10]1[CH:11]=[C:12]([CH:15]=[CH:16][CH:17]=1)[CH:13]=O.[CH3:18][O:19][C:20]1[CH:27]=[CH:26][CH:25]=[CH:24][C:21]=1[CH2:22][NH2:23].O.CCCC(C)C.CCOC(C)=O>C1(C)C=CC=CC=1.CC1C=CC(S(O)(=O)=O)=CC=1>[CH3:18][O:19][C:20]1[CH:27]=[CH:26][CH:25]=[CH:24][C:21]=1[CH2:22][NH:23][CH2:13][C:12]1[CH:15]=[CH:16][CH:17]=[C:10]([CH2:9][CH2:8][O:7][CH:2]2[CH2:3][CH2:4][CH2:5][CH2:6][O:1]2)[CH:11]=1 |f:3.4|. Solvent: C1(=CC=CC=C1)C (toluene). Run at temperature 0 celsius, time 8 hour. Starting materials: O1C(CCCC1)OCCC=1C=C(C=O)C=CC1 (3-[2-(tetrahydro-pyran-2-yloxy)-ethyl]-benzaldehyde), COC1=C(CN)C=CC=C1 (2-methoxybenzylamine), CCCC(C)C.CCOC(=O)C (iso-hexane EtOAc), O (water). The yield is 42.8%. Reagents/catalysts: CC=1C=CC(=CC1)S(=O)(=O)O (TsOH). Procedure details: To a solution of 3-[2-(tetrahydro-pyran-2-yloxy)-ethyl]-benzaldehyde (10 g) and 2-methoxybenzylamine (6 g) in toluene (150 mL) was added TsOH (100 mg). The mixture was heated at reflux in a Dean-Stark apparatus for a couple of hours. About 1 mL water was displaced. The reaction was checked by TLC, iso-hexane/EtOAc (4/1, Rf ˜0.5). The mixture was cooled and washed with aqueous bicarbornate, then concentrated in vacuo. The residue was azeotroped twice with toluene and was taken up in ethanol (150 ... The reactants are C[Si](C)(C)C#CC1=CC=C(C(=O)OCC)C=C1 (ethyl 4-[(trimethylsilyl)ethynyl]benzoate), C[Si](C)(C)C#CC1=CC=C(C(=O)OCC)C=C1 (ethyl 4-[(trimethylsilyl)ethynyl]benzoate), BrC=1C=C2C(CC(OC2=CC1)(C)C)(C)C (6-bromo-2,2,4,4-tetramethylchroman). The product is CC1(OC2=CC=C(C=C2C(C1)(C)C)/C(=C/C1=CC=C(C(=O)OCC)C=C1)/[Si](C)(C)C)C (Ethyl(Z)-4-[2-(2,2,4,4-tetramethylchroman-6-yl)-2-(trimethylsilyl)vinyl]benzoate). As a reaction SMILES: [CH3:1][Si:2]([C:5]#[C:6][C:7]1[CH:17]=[CH:16][C:10]([C:11]([O:13][CH2:14][CH3:15])=[O:12])=[CH:9][CH:8]=1)([CH3:4])[CH3:3].Br[C:19]1[CH:20]=[C:21]2[C:26](=[CH:27][CH:28]=1)[O:25][C:24]([CH3:30])([CH3:29])[CH2:23][C:22]2([CH3:32])[CH3:31]>>[CH3:29][C:24]1([CH3:30])[CH2:23][C:22]([CH3:32])([CH3:31])[C:21]2[C:26](=[CH:27][CH:28]=[C:19](/[C:5](/[Si:2]([CH3:3])([CH3:4])[CH3:1])=[CH:6]/[C:7]3[CH:8]=[CH:9][C:10]([C:11]([O:13][CH2:14][CH3:15])=[O:12])=[CH:16][CH:17]=3)[CH:20]=2)[O:25]1. Procedure details: Following General Procedure A, ethyl 4-[(trimethylsilyl)ethynyl]benzoate (Compound 9, 0.51 g, 2.0 mmol) and 6-bromo-2,2,4,4-tetramethylchroman (0.57 g, 2.25 mmol) were coupled to give the title compound. Reactants: CCOC(C)=O, Cn1c(-c2ccc(OCc3ccccc3)cc2C(F)(F)F)nnc1C12CCC(c3ccccc3)(CC1)CC2, CO. The product is Cn1c(-c2ccc(O)cc2C(F)(F)F)nnc1C12CCC(c3ccccc3)(CC1)CC2. RXN SMILES: [C:41]([O:42][CH2:43][CH3:44])(=[O:45])[CH3:46].[CH2:1]([c:2]1[cH:3][cH:4][cH:5][cH:6][cH:7]1)[O:8][c:9]1[cH:10][c:11]([C:35]([F:36])([F:37])[F:38])[c:12](-[c:15]2[n:16][n:17][c:18]([C:21]34[CH2:22][CH2:23][C:24]([c:29]5[cH:30][cH:31][cH:32][cH:33][cH:34]5)([CH2:25][CH2:26]3)[CH2:27][CH2:28]4)[n:19]2[CH3:20])[cH:13][cH:14]1.[CH3:39][OH:40]>>[OH:8][c:9]1[cH:10][c:11]([C:35]([F:36])([F:37])[F:38])[c:12](-[c:15]2[n:16][n:17][c:18]([C:21]34[CH2:22][CH2:23][C:24]([c:29]5[cH:30][cH:31][cH:32][cH:33][cH:34]5)([CH2:25][CH2:26]3)[CH2:27][CH2:28]4)[n:19]2[CH3:20])[cH:13][cH:14]1. Starting materials: CCCc1c(O)c(C(C)=O)cc(Cl)c1OCCOCCOc1c(C(C)=O)ccc(OCC(=O)OCC)c1CCC, C1CCCCC1, CO, [Na+], [OH-]. Yields the product CCCc1c(O)c(C(C)=O)cc(Cl)c1OCCOCCOc1c(C(C)=O)ccc(OCC(=O)O)c1CCC. Reaction SMILES: [CH2:1]([CH3:2])[O:3][C:4]([CH2:5][O:6][c:7]1[c:8]([CH2:37][CH2:38][CH3:39])[c:9]([O:16][CH2:17][CH2:18][O:19][CH2:20][CH2:21][O:22][c:23]2[c:24]([CH2:34][CH2:35][CH3:36])[c:25]([OH:33])[c:26]([C:30]([CH3:31])=[O:32])[cH:27][c:28]2[Cl:29])[c:10]([C:13]([CH3:14])=[O:15])[cH:11][cH:12]1)=[O:40].[CH2:43]1[CH2:44][CH2:45][CH2:46][CH2:47][CH2:48]1.[CH3:49][OH:50].[Na+:42].[OH-:41]>>[O:3]=[C:4]([CH2:5][O:6][c:7]1[c:8]([CH2:37][CH2:38][CH3:39])[c:9]([O:16][CH2:17][CH2:18][O:19][CH2:20][CH2:21][O:22][c:23]2[c:24]([CH2:34][CH2:35][CH3:36])[c:25]([OH:33])[c:26]([C:30]([CH3:31])=[O:32])[cH:27][c:28]2[Cl:29])[c:10]([C:13]([CH3:14])=[O:15])[cH:11][cH:12]1)[OH:40]. Starting materials: ClC=1C=CC(=C(N)C1)[N+](=O)[O-] (5-chloro-2-nitroaniline), [H-].[Na+] (sodium hydride), O1C(=CC2=C1C=CC=C2)S(=O)(=O)Cl (1-benzofuran-2-sulfonyl chloride). Run in CN(C)C=O (DMF), CN(C)C=O (DMF). Conditions: temperature -10 celsius, time 10 minute. The product is ClC=1C=CC(=C(C1)NS(=O)(=O)C=1OC2=C(C1)C=CC=C2)[N+](=O)[O-] (Benzofuran-2-sulfonic acid (5-chloro-2-nitro-phenyl)-amide). Isolated yield 378.0%. As a reaction SMILES: [Cl:1][C:2]1[CH:3]=[CH:4][C:5]([N+:9]([O-:11])=[O:10])=[C:6]([CH:8]=1)[NH2:7].[H-].[Na+].[O:14]1[C:18]2[CH:19]=[CH:20][CH:21]=[CH:22][C:17]=2[CH:16]=[C:15]1[S:23](Cl)(=[O:25])=[O:24]>CN(C=O)C>[Cl:1][C:2]1[CH:3]=[CH:4][C:5]([N+:9]([O-:11])=[O:10])=[C:6]([NH:7][S:23]([C:15]2[O:14][C:18]3[CH:19]=[CH:20][CH:21]=[CH:22][C:17]=3[CH:16]=2)(=[O:24])=[O:25])[CH:8]=1 |f:1.2|. Reported procedure: To a −10° C. cold yellow solution of 5-chloro-2-nitroaniline (8.00 g, 46.36 mmol) in dry DMF (130 ml) was added sodium hydride 60% (9.27 g, 231.79 mmol) under Ar. The resulting red suspension was stirred at −10° C. for 10 minutes. A solution of 1-benzofuran-2-sulfonyl chloride (12.05 g, 55.63 mmol) in dry DMF (50 ml) was added dropwise with a dropping funnel at −10° C. (10 minutes of addition, exothermic reaction, maximum temperature of addition was 0° C., 5 ml of DMF to rinse the funnel). The r... Reactants: C1CCOC1, N#CC1CCCN1C(=O)CCl, NCCCc1c[nH]c(-c2ccccc2)n1. The product is N#CC1CCCN1C(=O)CNCCCc1c[nH]c(-c2ccccc2)n1. As a reaction SMILES: [CH2:27]1[O:28][CH2:29][CH2:30][CH2:31]1.[Cl:16][CH2:17][C:18](=[O:19])[N:20]1[CH:21]([C:25]#[N:26])[CH2:22][CH2:23][CH2:24]1.[c:1]1(-[c:7]2[nH:8][cH:9][c:10]([CH2:12][CH2:13][CH2:14][NH2:15])[n:11]2)[cH:2][cH:3][cH:4][cH:5][cH:6]1>>[c:1]1(-[c:7]2[nH:8][cH:9][c:10]([CH2:12][CH2:13][CH2:14][NH:15][CH2:17][C:18](=[O:19])[N:20]3[CH:21]([C:25]#[N:26])[CH2:22][CH2:23][CH2:24]3)[n:11]2)[cH:2][cH:3][cH:4][cH:5][cH:6]1.